Dataset: the Open Reaction Database (ORD), a public repository of structured organic reaction records. Task: describe an organic reaction: reactants, conditions, products, and yield Starting materials: C(C1=CC=CC=C1)C1=C(C(=O)OC)C=CC=C1 (Methyl 2-benzylbenzoate), COC1=CC=C(C=C1)[Mg]Br (4-methoxyphenyl magnesium bromide), [Mg] (magnesium), BrC1=CC=C(C=C1)OC (4-bromoanisole). The solvent is C1CCOC1 (THF). Run at time 16 hour. Product: COC1=CC=C(C=C1)C(O)(C1=C(C=CC=C1)CC1=CC=CC=C1)C1=CC=C(C=C1)OC (di-(4-methoxyphenyl)-(2-benzylphenyl)carbinol). As a reaction SMILES: [CH2:1]([C:8]1[CH:17]=[CH:16][CH:15]=[CH:14][C:9]=1[C:10]([O:12]C)=O)[C:2]1[CH:7]=[CH:6][CH:5]=[CH:4][CH:3]=1.[CH3:18][O:19][C:20]1[CH:25]=[CH:24][C:23]([Mg]Br)=[CH:22][CH:21]=1.[Mg].Br[C:30]1[CH:35]=[CH:34][C:33]([O:36][CH3:37])=[CH:32][CH:31]=1>C1COCC1>[CH3:18][O:19][C:20]1[CH:25]=[CH:24][C:23]([C:10]([C:30]2[CH:35]=[CH:34][C:33]([O:36][CH3:37])=[CH:32][CH:31]=2)([C:9]2[CH:14]=[CH:15][CH:16]=[CH:17][C:8]=2[CH2:1][C:2]2[CH:3]=[CH:4][CH:5]=[CH:6][CH:7]=2)[OH:12])=[CH:22][CH:21]=1. Procedure: Methyl 2-benzylbenzoate (10.0 g) was added dropwise to a stirred solution of 4-methoxyphenyl magnesium bromide, which was prepared in situ from magnesium (3.2 g) and 4-bromoanisole (24.9 g), in THF at room temperature. After 16 hours, the mixture was quenched with ammonium chloride solution and the solvent evaporated in vacuoo The residue was extracted with ethyl acetate, dried (MgSO4), filtered, and evaporated in vacuo to give di-(4-methoxyphenyl)-(2-benzylphenyl)carbinol as an oil. This oil wa... The reactants are CN(/C=C/C(=O)C1=NN(C=CC1=O)C1=CC(=CC=C1)S(=O)(=O)C)C (3-((E)-3-dimethylamino-acryloyl)-1-(3-methansulfonyl-phenyl)-1H-pyridazin-4-one), ClC1=CC=C(C=C1)NN ((4-chloro-phenyl)-hydrazine). Product: ClC1=CC=C(C=C1)N1N=CC=C1C1=NN(C=CC1=O)C1=CC(=CC=C1)S(=O)(=O)C (3-[2-(4-Chloro-phenyl)-2H-pyrazol-3-yl]-1-(3-methanesulfonyl-phenyl)-1H-pyridazin-4-one). As a reaction SMILES: C[N:2](C)/[CH:3]=[CH:4]/[C:5]([C:7]1[C:12](=[O:13])[CH:11]=[CH:10][N:9]([C:14]2[CH:19]=[CH:18][CH:17]=[C:16]([S:20]([CH3:23])(=[O:22])=[O:21])[CH:15]=2)[N:8]=1)=O.[Cl:25][C:26]1[CH:31]=[CH:30][C:29]([NH:32]N)=[CH:28][CH:27]=1>>[Cl:25][C:26]1[CH:31]=[CH:30][C:29]([N:32]2[C:5]([C:7]3[C:12](=[O:13])[CH:11]=[CH:10][N:9]([C:14]4[CH:19]=[CH:18][CH:17]=[C:16]([S:20]([CH3:23])(=[O:22])=[O:21])[CH:15]=4)[N:8]=3)=[CH:4][CH:3]=[N:2]2)=[CH:28][CH:27]=1. Procedure: Reaction of 3-((E)-3-dimethylamino-acryloyl)-1-(3-methansulfonyl-phenyl)-1H-pyridazin-4-one (A-7) and (4-chloro-phenyl)-hydrazine according to example 43 gave the desired product. MS: M=426.6 (M+H)+